This data is from the Open Reaction Database (ORD), a public repository of structured organic reaction records. The task is: describe an organic reaction: reactants, conditions, products, and yield Reactants: O (water), BrC=1C=C2N(N=CC(=C2Cl)C(=O)N)C1 (6-bromo-4-chloropyrrolo[1,2-b]pyridazine-3-carboxamide), OC12CC3(CC(CC(C1)(C3)O)C2)N (3,5-dihydroxyadamantan-1-amine), CCN(C(C)C)C(C)C (DIPEA). Solvent: CN(C)C=O (DMF). Run at time 8 hour. Yields the product BrC=1C=C2N(N=CC(=C2NC23CC4(CC(CC(C2)C4)(C3)O)O)C(=O)N)C1 (6-bromo-4-((3,5-dihydroxyadamantan-1-yl)amino)pyrrolo[1,2-b]pyridazine-3-carboxamide). The yield is 58.7%. Reaction SMILES: [Br:1][C:2]1[CH:3]=[C:4]2[C:9](Cl)=[C:8]([C:11]([NH2:13])=[O:12])[CH:7]=[N:6][N:5]2[CH:14]=1.[OH:15][C:16]12[CH2:26][CH:20]3[CH2:21][C:22]([OH:25])([CH2:24][C:18]([NH2:27])([CH2:19]3)[CH2:17]1)[CH2:23]2.CCN(C(C)C)C(C)C.O>CN(C=O)C>[Br:1][C:2]1[CH:3]=[C:4]2[C:9]([NH:27][C:18]34[CH2:24][C:22]5([OH:25])[CH2:21][CH:20]([CH2:26][C:16]([OH:15])([CH2:23]5)[CH2:17]3)[CH2:19]4)=[C:8]([C:11]([NH2:13])=[O:12])[CH:7]=[N:6][N:5]2[CH:14]=1. Procedure details: 6-bromo-4-chloropyrrolo[1,2-b]pyridazine-3-carboxamide (Preparation 5, 80 mg, 0.291 mmol), 3,5-dihydroxyadamantan-1-amine (53.4 mg, 0.291 mmol) and DIPEA (0.104 mL, 0.583 mmol) in DMF (1 mL) was heated in microwave oven at 130° C. for 1.5 h. The reaction mixture was cooled to rt, water added (4 volumes) and the resulting mixture was stirred rapidly overnight. The solids were filtered and rinsed with water to afford the title compound as a yellow solid (72 mg, 56% yield). HPLC (condition 0): rete... Reactants: CC(=O)OC(C)=O, ClCCl, COc1cc(C(=O)N(C)c2ccc(C)cc2OCCCCN)ccc1NC(=O)c1cccc2[nH]c(C)nc12. Product: COc1cc(C(=O)N(C)c2ccc(C)cc2OCCCCNC(C)=O)ccc1NC(=O)c1cccc2[nH]c(C)nc12. Reaction SMILES: [CH3:39][C:40](=[O:41])[O:42][C:43](=[O:44])[CH3:45].[Cl:46][CH2:47][Cl:48].[NH2:1][CH2:2][CH2:3][CH2:4][CH2:5][O:6][c:7]1[c:8]([N:14]([C:15]([c:16]2[cH:17][c:18]([O:35][CH3:36])[c:19]([NH:22][C:23](=[O:24])[c:25]3[cH:26][cH:27][cH:28][c:29]4[nH:30][c:31]([CH3:34])[n:32][c:33]34)[cH:20][cH:21]2)=[O:37])[CH3:38])[cH:9][cH:10][c:11]([CH3:13])[cH:12]1>>[NH:1]([CH2:2][CH2:3][CH2:4][CH2:5][O:6][c:7]1[c:8]([N:14]([C:15]([c:16]2[cH:17][c:18]([O:35][CH3:36])[c:19]([NH:22][C:23](=[O:24])[c:25]3[cH:26][cH:27][cH:28][c:29]4[nH:30][c:31]([CH3:34])[n:32][c:33]34)[cH:20][cH:21]2)=[O:37])[CH3:38])[cH:9][cH:10][c:11]([CH3:13])[cH:12]1)[C:40]([CH3:39])=[O:41]. RXN SMILES: O[CH2:2][CH:3]1[C:8](=[O:9])[NH:7][C:6]2[CH:10]=[CH:11][CH:12]=[CH:13][C:5]=2[S:4]1.S(Cl)([Cl:16])=O>C(Cl)(Cl)Cl>[Cl:16][CH2:2][CH:3]1[C:8](=[O:9])[NH:7][C:6]2[CH:10]=[CH:11][CH:12]=[CH:13][C:5]=2[S:4]1. Procedure details: To a solution of 1.0 g of 2-hydroxymethyl-2H-1,4-benzothiazin-3(4H)-one in 20 ml of chloroform was added 0.9 ml of thionyl chloride, and the mixture was heated for 2 hours under reflux. The mixture was concentrated under reduced pressure and the residue was extracted with ether. The extract was washed with water, dried (MgSO4), and concentrated. The crude product was subjected to a column chromatography on silica-gel (40 g). From the eluate with hexane-ethyl acetate (4:1, v/v) was obtained 640 m... The yield is 58.7%. Reactants: OCC1SC2=C(NC1=O)C=CC=C2 (2-hydroxymethyl-2H-1,4-benzothiazin-3(4H)-one), S(=O)(Cl)Cl (thionyl chloride). The product is ClCC1SC2=C(NC1=O)C=CC=C2 (2-chloromethyl-2H-1,4-benzothiazin-3(4H)-one). The solvent is C(Cl)(Cl)Cl (chloroform). RXN SMILES: C([N:8]1[CH2:13][CH2:12][CH:11]([N:14]2[CH2:23][CH2:22][C:21]3[C:16](=[CH:17][CH:18]=[CH:19][CH:20]=3)[CH2:15]2)[CH2:10][CH2:9]1)C1C=CC=CC=1.[CH2:24]([O:31][C:32](Cl)=[O:33])[C:25]1[CH:30]=[CH:29][CH:28]=[CH:27][CH:26]=1.C(=O)(O)[O-].[K+]>ClCCl>[CH2:24]([O:31][C:32]([N:8]1[CH2:13][CH2:12][CH:11]([N:14]2[CH2:23][CH2:22][C:21]3[C:16](=[CH:17][CH:18]=[CH:19][CH:20]=3)[CH2:15]2)[CH2:10][CH2:9]1)=[O:33])[C:25]1[CH:30]=[CH:29][CH:28]=[CH:27][CH:26]=1 |f:2.3|. Reactants: C(C1=CC=CC=C1)N1CCC(CC1)N1CC2=CC=CC=C2CC1 (2-(1-Benzyl-piperidin-4-yl)-1,2,3,4-tetrahydroisoquinoline), C(C1=CC=CC=C1)OC(=O)Cl (benzyloxycarbonyl chloride), C([O-])(O)=O.[K+] (potassium bicarbonate). The product is C(C1=CC=CC=C1)OC(=O)N1CCC(CC1)N1CC2=CC=CC=C2CC1 (4-(1,2,3,4-Tetrahydro-isoquinolin-2-yl)piperidine-1-carboxylic Acid Benzyl Ester). Procedure: 2-(1-Benzyl-piperidin-4-yl)-1,2,3,4-tetrahydroisoquinoline (280 mg, 0.90 mmol), benzyloxycarbonyl chloride (310 mg, 1.8 mmol) and potassium bicarbonate (230 mg, 2.3 mmol) were stirred at room temperature for 23 hours in dichloromethane (5 ml). The reaction solution was mixed with dichloromethane, washed with water and saturated brine and the dried with anhydrous sodium sulfate. The solvent was removed by evaporation from the organic layer under a reduced pressure, and the thus obtained material ... Solvent: ClCCl (dichloromethane), ClCCl (dichloromethane). Starting materials: CCN(CC)C(=O)c1c(C(=O)N(C)OC)ccnc1OC, [Li]c1cc2cnccc2n1S(=O)(=O)c1ccccc1. The product is CCN(CC)C(=O)c1c(C(=O)c2cc3cnccc3n2S(=O)(=O)c2ccccc2)ccnc1OC. RXN SMILES: [CH2:20]([CH3:21])[N:22]([C:23](=[O:24])[c:25]1[c:26]([O:37][CH3:38])[n:27][cH:28][cH:29][c:30]1[C:31](=[O:32])[N:33]([O:34][CH3:35])[CH3:36])[CH2:39][CH3:40].[c:1]1([S:7](=[O:8])(=[O:9])[n:10]2[c:11]([Li:19])[cH:12][c:13]3[cH:14][n:15][cH:16][cH:17][c:18]23)[cH:2][cH:3][cH:4][cH:5][cH:6]1>>[c:1]1([S:7](=[O:8])(=[O:9])[n:10]2[c:11]([C:31]([c:30]3[c:25]([C:23]([N:22]([CH2:20][CH3:21])[CH2:39][CH3:40])=[O:24])[c:26]([O:37][CH3:38])[n:27][cH:28][cH:29]3)=[O:32])[cH:12][c:13]3[cH:14][n:15][cH:16][cH:17][c:18]23)[cH:2][cH:3][cH:4][cH:5][cH:6]1. The reactants are FC1=CC=C(C=C1)C1=NC(=NO1)CC(=O)OC (Methyl (5-(4-fluorophenyl)-1,2,4-oxadiazol-3-yl]acetate), ClC=1C=C(CN2C[C@@H](OCC2)CN)C=CC1Cl (1-[(2S)-4-(3,4-Dichlorobenzyl)morpholin-2-yl]methanamine). Reagents/catalysts: CN1C(CCC1)=O (1-methyl-2-pyrrolidinone). Solvent: CO (methanol), CO (methanol). Yields the product ClC=1C=C(CN2C[C@@H](OCC2)CNC(CC2=NOC(=N2)C2=CC=C(C=C2)F)=O)C=CC1Cl (N-{[(2S)-4-[3,4-Dichlorobenzyl)morpholin-2-yl]methyl}-2-[5-(4-fluorophenyl)-1,2,4-oxadiazol-3-yl]acetamide). Yield: 57.4%. Reaction SMILES: [F:1][C:2]1[CH:7]=[CH:6][C:5]([C:8]2[O:12][N:11]=[C:10]([CH2:13][C:14]([O:16]C)=O)[N:9]=2)=[CH:4][CH:3]=1.[Cl:18][C:19]1[CH:20]=[C:21]([CH:31]=[CH:32][C:33]=1[Cl:34])[CH2:22][N:23]1[CH2:28][CH2:27][O:26][C@@H:25]([CH2:29][NH2:30])[CH2:24]1>CN1CCCC1=O.CO>[Cl:18][C:19]1[CH:20]=[C:21]([CH:31]=[CH:32][C:33]=1[Cl:34])[CH2:22][N:23]1[CH2:28][CH2:27][O:26][C@@H:25]([CH2:29][NH:30][C:14](=[O:16])[CH2:13][C:10]2[N:9]=[C:8]([C:5]3[CH:4]=[CH:3][C:2]([F:1])=[CH:7][CH:6]=3)[O:12][N:11]=2)[CH2:24]1. Reported procedure: A mixture of Intermediate 38 (0.024 g), Intermediate 9 (0.025 g), and 1-methyl-2-pyrrolidinone (1 drop) was subjected was subjected to irradiation in a 600 W microwave oven on full power for 4 mins. The reaction mixture was dissolved in methanol and applied to an ion exchange cartridge (2 g Isolute SCX, pre-conditioned with methanol). Elution with methanol (3 column volumes) followed 10% 0.880 ammonia in methanol (2 column volumes) and evaporation of the first basic fraction in vacuo gave the cr...